Dataset: the Open Reaction Database (ORD), a public repository of structured organic reaction records. Task: describe an organic reaction: reactants, conditions, products, and yield Reagents/catalysts: [Cl-].[Cl-].[Zn+2] (ZnCl2). Starting materials: ClC=1C2=C(N=C(N1)NC(C(C)(C)C)=O)N(C=C2I)CC2=NC=C(C(=C2C)OC)C (N-[4-chloro-5-iodo-7-(4-methoxy-3,5-dimethyl-pyridin-2-ylmethyl)-7H-pyrrolo[2,3-d]pyrimidin-2-yl]-2,2-dimethyl-propionamide), CCO.O (EtOH H2O). Yields the product ClC=1C2=C(N=C(N1)N)N(C=C2I)CC2=NC=C(C(=C2C)OC)C (4-Chloro-5-iodo-7-(4-methoxy-3,5-dimethyl-pyridin-2-ylmethyl)-7H-pyrrolo[2,3-d]pyrimidin-2-ylamine). Reported procedure: A mixture of N-[4-chloro-5-iodo-7-(4-methoxy-3,5-dimethyl-pyridin-2-ylmethyl)-7H-pyrrolo[2,3-d]pyrimidin-2-yl]-2,2-dimethyl-propionamide (1.0 g, 1.89 mmol), ZnCl2 (1.29 g, 9.47 mol, 5.0 eq.), and EtOH/H2O solution (25 mL, volumetric ratio 100:5) was stirred at 80° C. overnight. The reaction mixture poured into water, and the solid was collected by filtration, washed with water (10 mL×3), and recrystallized from MeOH to give the title product (0.67 g, 85% yield; HPLC purity 98%). tR: 5.39 min. 1H... Reaction conditions: temperature 80 celsius, time 8 hour. The solvent is O (water). Reaction SMILES: [Cl:1][C:2]1[C:3]2[C:17]([I:18])=[CH:16][N:15]([CH2:19][C:20]3[C:25]([CH3:26])=[C:24]([O:27][CH3:28])[C:23]([CH3:29])=[CH:22][N:21]=3)[C:4]=2[N:5]=[C:6]([NH:8]C(=O)C(C)(C)C)[N:7]=1.CCO.O>[Cl-].[Cl-].[Zn+2].O>[Cl:1][C:2]1[C:3]2[C:17]([I:18])=[CH:16][N:15]([CH2:19][C:20]3[C:25]([CH3:26])=[C:24]([O:27][CH3:28])[C:23]([CH3:29])=[CH:22][N:21]=3)[C:4]=2[N:5]=[C:6]([NH2:8])[N:7]=1 |f:1.2,3.4.5|. Yield: 79.9%. The reactants are C(=O)(OC)C=1C2(CCC(C1)C2)CCO (carbomethoxy-(2-hydroxyethyl)norbornene), C(CCCCC(=O)OC)(=O)OC (dimethyl adipate), C1(\C=C/C(=O)O1)=O (maleic anhydride), C(CCC)[Sn](CCCC)=O (dibutyltin oxide). Run in CO (methanol). Product: C(CCCCC(=O)[O-])(=O)[O-].C(\C=C/C(=O)[O-])(=O)[O-] (adipate maleate). As a reaction SMILES: C(C1C2(CCO)CC(C=1)CC2)(OC)=[O:2].[C:15]([O:25]C)(=[O:24])[CH2:16][CH2:17][CH2:18][CH2:19][C:20]([O:22]C)=[O:21].[C:27]1(=[O:33])[O:32][C:30](=[O:31])[CH:29]=[CH:28]1.C([Sn](=O)CCCC)CCC>CO>[C:15]([O-:25])(=[O:24])[CH2:16][CH2:17][CH2:18][CH2:19][C:20]([O-:22])=[O:21].[C:27]([O-:32])(=[O:33])/[CH:28]=[CH:29]\[C:30]([O-:2])=[O:31] |f:5.6|. Procedure details: A resin cook apparatus is charged with carbomethoxy-(2-hydroxyethyl)norbornene (50 grams, 0.26 mole), dimethyl adipate (13.3 grams, 0.076 mole), maleic anhydride (17.5 grams, 0.18 mole), NPG (29.2 grams, 0.28 mole), and dibutyltin oxide (0.22 grams). The mixture is heated at 180° to 190° C. for 7 hours. A conversion of 72 percent is obtained based on the methanol taken overhead. Starting materials: FC1=CC=C2C(=CN(C2=C1)C)CNC (6-fluoro-1-methyl-3-(methylaminomethyl)-1H-indole), Cl.O=C1CCC=2C=C(C=NC2N1)/C=C/C(=O)O ((E)-3-(7-oxo-5,6,7,8-tetrahydro-1,8-naphthyridin-3-yl)acrylic acid hydrochloride salt), CNCC1=C2N(C=3C=CC=CC13)CCC2 (2,3-dihydro-8-(methylaminomethyl)-1H-3a-azacyclopenta[a]indene), NC1=CC=C(C=N1)/C=C/C(=O)O ((E)-3-(6-amino-pyridin-3-yl)acrylic acid). The product is NC1=CC=C(C=N1)/C=C/C(=O)N(C)CC1=CN(C2=CC(=CC=C12)F)C ((E)-3-(6-aminopyridin-3-yl)-N-(6-fluoro-1-methyl-1H-indol-3-ylmethyl)-N-methylacrylamide). Isolated yield 50.1%. Reaction SMILES: [F:1][C:2]1[CH:10]=[C:9]2[C:5]([C:6]([CH2:12][NH:13][CH3:14])=[CH:7][N:8]2[CH3:11])=[CH:4][CH:3]=1.CNCC1C2C=CC=CC=2N2CCCC=12.[NH2:30][C:31]1[N:36]=[CH:35][C:34](/[CH:37]=[CH:38]/[C:39]([OH:41])=O)=[CH:33][CH:32]=1.Cl.O=C1NC2N=CC(/C=C/C(O)=O)=CC=2CC1>>[NH2:30][C:31]1[N:36]=[CH:35][C:34](/[CH:37]=[CH:38]/[C:39]([N:13]([CH2:12][C:6]2[C:5]3[C:9](=[CH:10][C:2]([F:1])=[CH:3][CH:4]=3)[N:8]([CH3:11])[CH:7]=2)[CH3:14])=[O:41])=[CH:33][CH:32]=1 |f:3.4|. Procedure: According to the procedure of Example 24, except substituting 6-fluoro-1-methyl-3-(methylaminomethyl)-1H-indole (0.11 g, 0.59 mmole) for the 2,3-dihydro-8-(methylaminomethyl)-1H-3a-azacyclopenta[a]indene, and substituting (E)-3-(6-amino-pyridin-3-yl)acrylic acid (0.098 g, 0.59 mmole) for the (E)-3-(7-oxo-5,6,7,8-tetrahydro-1,8-naphthyridin-3-yl)acrylic acid hydrochloride salt, the title compound (0.1 g, 27%) was prepared as a white powder: MS (ES) m/e 339 (M+H)+.